From a dataset of the Open Reaction Database (ORD), a public repository of structured organic reaction records. describe an organic reaction: reactants, conditions, products, and yield Product: CCNC(=O)c1cn(-c2ccc3c(c2)CCC3)c2nc(Nc3ccc(CCN4CCOCC4)cc3)ncc2c1=O. Reactants: CCOC(=O)c1cn(-c2ccc3c(c2)CCC3)c2nc(Nc3ccc(CCN4CCOCC4)cc3)ncc2c1=O, C1CCOC1, CCN, CO. Reaction SMILES: [CH2:1]([O:2][C:4](=[O:5])[c:6]1[c:7](=[O:40])[c:8]2[c:9]([n:10][c:11]([NH:14][c:15]3[cH:16][cH:17][c:18]([CH2:21][CH2:22][N:23]4[CH2:24][CH2:25][O:26][CH2:27][CH2:28]4)[cH:19][cH:20]3)[n:12][cH:13]2)[n:29](-[c:31]2[cH:32][c:33]3[c:37]([cH:38][cH:39]2)[CH2:36][CH2:35][CH2:34]3)[cH:30]1)[CH3:3].[CH2:46]1[O:47][CH2:48][CH2:49][CH2:50]1.[CH3:41][CH2:42][NH2:43].[CH3:44][OH:45]>>[C:4](=[O:5])([c:6]1[c:7](=[O:40])[c:8]2[c:9]([n:10][c:11]([NH:14][c:15]3[cH:16][cH:17][c:18]([CH2:21][CH2:22][N:23]4[CH2:24][CH2:25][O:26][CH2:27][CH2:28]4)[cH:19][cH:20]3)[n:12][cH:13]2)[n:29](-[c:31]2[cH:32][c:33]3[c:37]([cH:38][cH:39]2)[CH2:36][CH2:35][CH2:34]3)[cH:30]1)[NH:43][CH2:42][CH3:41]. Reactants: COC(=O)c1ccc(OCc2c(-c3ccc(F)cc3)noc2CO)nc1, C[Al](C)C, Cc1ccccc1, NCC1CC1, C1COCCO1. Yields the product O=C(NCC1CC1)c1ccc(OCc2c(-c3ccc(F)cc3)noc2CO)nc1. Reaction SMILES: [CH3:10][O:11][C:12]([c:13]1[cH:14][n:15][c:16]([O:19][CH2:20][c:21]2[c:22](-[c:28]3[cH:29][cH:30][c:31]([F:34])[cH:32][cH:33]3)[n:23][o:24][c:25]2[CH2:26][OH:27])[cH:17][cH:18]1)=[O:35].[CH3:1][Al:2]([CH3:3])[CH3:4].[CH3:36][c:37]1[cH:38][cH:39][cH:40][cH:41][cH:42]1.[NH2:5][CH2:6][CH:7]1[CH2:8][CH2:9]1.[O:43]1[CH2:44][CH2:45][O:46][CH2:47][CH2:48]1>>[NH:5]([CH2:6][CH:7]1[CH2:8][CH2:9]1)[C:12](=[O:11])[c:13]1[cH:14][n:15][c:16]([O:19][CH2:20][c:21]2[c:22](-[c:28]3[cH:29][cH:30][c:31]([F:34])[cH:32][cH:33]3)[n:23][o:24][c:25]2[CH2:26][OH:27])[cH:17][cH:18]1. Starting materials: O (water), COC(CNC(OCC)=O)OC (ethyl N-(2,2-dimethoxyethyl)-carbamate), [H-].[Na+] (NaH), BrCC=CC (1-bromo-2-butene). Run in C1(=CC=CC=C1)C (toluene). Run at time 1 hour. Yields the product C(C=CC)N(C(OCC)=O)CC(OC)OC (Ethyl N-(but-2-enyl)-N-(2,2-dimethoxyethyl)-carbamate). Reaction SMILES: [CH3:1][O:2][CH:3]([O:11][CH3:12])[CH2:4][NH:5][C:6](=[O:10])[O:7][CH2:8][CH3:9].[H-].[Na+].Br[CH2:16][CH:17]=[CH:18][CH3:19].O>C1(C)C=CC=CC=1>[CH2:16]([N:5]([CH2:4][CH:3]([O:2][CH3:1])[O:11][CH3:12])[C:6](=[O:10])[O:7][CH2:8][CH3:9])[CH:17]=[CH:18][CH3:19] |f:1.2|. Procedure details: 89 g (0.5 mol) of ethyl N-(2,2-dimethoxyethyl)-carbamate are added dropwise to 17.5 g (0.58 mol) of NaH (80% strength in paraffin oil) in 500 ml of absolute toluene at 80° C. The mixture is then stirred for one hour and 80 g (0.59 mol) of 1-bromo-2-butene are subsequently added dropwise at 80° C. The mixture is stirred at 80° C. overnight and cooled, the salts are dissolved with water and the aqueous phase is separated off and extracted with toluene. The toluene solutions are dried over K2CO3 an... Starting materials: COC1=CC=C(CN2C=NC(=CC2=O)NC)C=C1 (3-(4-Methoxybenzyl)-6-(methylamino)pyrimidin-4(3H)-one), COC1=CC=C(CN2C=NC(=CC2=O)NC)C=C1 (3-(4-Methoxybenzyl)-6-(methylamino)pyrimidin-4(3H)-one), CC(C(=O)OCC)C(=O)OCC (diethyl methylmalonate). The solvent is C1(=CC=CC=C1)OC1=CC=CC=C1 (phenyl ether). Reaction conditions: temperature 240 celsius, time 8 hour. Yields the product OC1=C(C(N(C=2N=CN(C(C21)=O)CC2=CC=C(C=C2)OC)C)=O)C (5-Hydroxy-3-(4-methoxybenzyl)-6,8-dimethylpyrido[2,3-d]pyrimidine-4,7(3H,8H)-dione). Yield: 77.1%. Reaction SMILES: [CH3:1][O:2][C:3]1[CH:18]=[CH:17][C:6]([CH2:7][N:8]2[C:13](=[O:14])[CH:12]=[C:11]([NH:15][CH3:16])[N:10]=[CH:9]2)=[CH:5][CH:4]=1.[CH3:19][CH:20]([C:26]([O:28]CC)=O)[C:21]([O:23]CC)=O>C1(OC2C=CC=CC=2)C=CC=CC=1>[OH:28][C:26]1[C:12]2[C:13](=[O:14])[N:8]([CH2:7][C:6]3[CH:17]=[CH:18][C:3]([O:2][CH3:1])=[CH:4][CH:5]=3)[CH:9]=[N:10][C:11]=2[N:15]([CH3:16])[C:21](=[O:23])[C:20]=1[CH3:19]. Reported procedure: 3-(4-Methoxybenzyl)-6-(methylamino)pyrimidin-4(3H)-one (14.8 g, 60.2 mmol, 1 eq, compound 8A) and diethyl methylmalonate (61.6 mL, 361 mmol, 6 eq) were mixed in phenyl ether (25 mL) and heated at 240° C. for 2 days. The solution was allowed to RT and left standing overnight. The tan precipitate which formed was collected and washed with ether to give 15.2 g of the title compound as a tan solid (78%). 1H NMR (400 MHz, DMSO-d6) δ ppm 1.89 (s, 3H) 3.55 (s, 3H) 3.74 (s, 3H) 5.14 (s, 2H) 6.93 (d, J=8...